From a dataset of the Open Reaction Database (ORD), a public repository of structured organic reaction records. describe an organic reaction: reactants, conditions, products, and yield The reactants are C(C)(C)(C)OC(=O)NCC1=CC=C2C(=N1)C=CN2C(=O)OC(C)(C)C (tert-butyl 5-[(tert-butoxycarbonylamino)methyl]-pyrrolo-[3,2-b]pyridine-1-carboxylate), IC (iodomethane), C[Si](C)(C)[N-][Si](C)(C)C.[Li+] (lithium bis(trimethylsilyl)amide). The solvent is C1CCOC1 (THF), C1CCOC1 (THF). Conditions: temperature 0 celsius, time 1 hour. Product: C(C)(C)(C)OC(=O)N(C)CC1=CC=C2C(=N1)C=CN2C(=O)OC(C)(C)C (tert-butyl 5-((tert-butoxycarbonyl(methyl)amino)methyl)-1H-pyrrolo[3,2-b]pyridine-1-carboxylate). Isolated yield 37.3%. Reaction SMILES: [C:1]([O:5][C:6]([NH:8][CH2:9][C:10]1[N:15]=[C:14]2[CH:16]=[CH:17][N:18]([C:19]([O:21][C:22]([CH3:25])([CH3:24])[CH3:23])=[O:20])[C:13]2=[CH:12][CH:11]=1)=[O:7])([CH3:4])([CH3:3])[CH3:2].IC.[CH3:28][Si]([N-][Si](C)(C)C)(C)C.[Li+]>C1COCC1>[C:1]([O:5][C:6]([N:8]([CH2:9][C:10]1[N:15]=[C:14]2[CH:16]=[CH:17][N:18]([C:19]([O:21][C:22]([CH3:25])([CH3:24])[CH3:23])=[O:20])[C:13]2=[CH:12][CH:11]=1)[CH3:28])=[O:7])([CH3:4])([CH3:3])[CH3:2] |f:2.3|. Procedure: To a stirred solution of tert-butyl 5-[(tert-butoxycarbonylamino)methyl]-pyrrolo-[3,2-b]pyridine-1-carboxylate (360.0 mg, 1.036 mmol) and iodomethane (0.065 mL, 1.036 mmol) in anhydrous THF (6.3 mL) cooled to −40° C. was added dropwise lithium bis(trimethylsilyl)amide in THF (1.24 mL, 1.24 mmol, 1M). The reaction mixture was warmed to 0° C. and stirred at 0° C. for 1 h. The reaction was quenched with water and then diluted with EtOAc. The organic layer was washed with water and brine, dried (Na2... Reaction SMILES: [Mg].[OH:2][C:3]([CH2:9][C:10]([O:12][CH3:13])=[O:11])=[CH:4][C:5]([O:7][CH3:8])=[O:6].C1COCC1.[C:19](Cl)(=[O:23])[CH:20]([CH3:22])[CH3:21].Cl>C1(C)C=CC=CC=1>[C:19]([CH:9]([C:3](=[O:2])[CH2:4][C:5]([O:7][CH3:8])=[O:6])[C:10]([O:12][CH3:13])=[O:11])(=[O:23])[CH:20]([CH3:22])[CH3:21] |f:0.1|. Conditions: time 18 hour. The reactants are Cl (HCl), [Mg].OC(=CC(=O)OC)CC(=O)OC (dimethyl 3-hydroxy-2-pentenedioate magnesium), C(C(C)C)(=O)Cl (isobutyryl chloride), C1CCOC1 (THF). Yields the product C(C(C)C)(=O)C(C(=O)OC)C(CC(=O)OC)=O (dimethyl 2-(isobutyryl)-3-oxo-1,5-pentanedioate). The solvent is C1(=CC=CC=C1)C (toluene). Procedure: A mixture of 12.15 g (0.03 mol) of product of Step A in 50 ml of toluene was refluxed using a Dean-Stark trap for 1 hour. The resulting clear solution was cooled to room temperature and 50 ml of anhydrous THF were added. To this solution 6.4 g (6.3 ml, 0.06 mol) of isobutyryl chloride was added and stirred for 18 hours. Crude was poured into 3.7% HCl, extracted with EtOAc, the EtOAc layer was washed again with 3.7% HCl and saturated NaCl. Organic layer was dried (MgSO4) and removed in vacuo affo... The yield is 167.9%. Reactants: N1C[C@H](CC1)NC(OC(C)(C)C)=O (tert-Butyl (3S)-pyrrolidin-3-ylcarbamate), TEA, ClC(=O)OCC1=CC=CC=C1 (Benzyl chloroformate). The solvent is O (water), C(Cl)Cl (DCM). Conditions: temperature 0 celsius. The product is C(C)(C)(C)OC(=O)N[C@H]1CN(CC1)C(=O)OCC1=CC=CC=C1 (Benzyl (3R)-3-[(tert-butoxycarbonyl)amino]pyrrolidine-1-carboxylate). The yield is 84.9%. Reaction SMILES: [NH:1]1[CH2:5][CH2:4][C@H:3]([NH:6][C:7](=[O:13])[O:8][C:9]([CH3:12])([CH3:11])[CH3:10])[CH2:2]1.Cl[C:15]([O:17][CH2:18][C:19]1[CH:24]=[CH:23][CH:22]=[CH:21][CH:20]=1)=[O:16]>C(Cl)Cl.O>[C:9]([O:8][C:7]([NH:6][C@@H:3]1[CH2:4][CH2:5][N:1]([C:15]([O:17][CH2:18][C:19]2[CH:24]=[CH:23][CH:22]=[CH:21][CH:20]=2)=[O:16])[CH2:2]1)=[O:13])([CH3:10])([CH3:12])[CH3:11]. Procedure: A solution of tert-Butyl (3S)-pyrrolidin-3-ylcarbamate (10.0 g, 53.7 mmol) in DCM (40 ml) was treated with TEA (14.9ml, 107 mmol) and cooled to 0° C. Benzyl chloroformate (7.6 ml, 53.7 mmol) was added dropwise and the resulting suspension was allowed to warm gradually to room temperature over a period of 18 hours. The reaction mixture was diluted with water (100 ml) and the organic phase separated. The aqueous phase was extracted with further DCM (2×50 ml) and the combined organic extracts dried... Starting materials: Cc1cc(-c2ccncc2)[nH]n1, O=C1CCC(=O)N1Cl. Yields the product Cc1n[nH]c(-c2ccncc2)c1Cl. Reaction SMILES: [CH3:1][c:2]1[cH:3][c:4](-[c:7]2[cH:8][cH:9][n:10][cH:11][cH:12]2)[nH:5][n:6]1.[Cl:13][N:14]1[C:15](=[O:16])[CH2:17][CH2:18][C:19]1=[O:20]>>[CH3:1][c:2]1[c:3]([Cl:13])[c:4](-[c:7]2[cH:8][cH:9][n:10][cH:11][cH:12]2)[nH:5][n:6]1. Starting materials: BrC(C(CC(=O)OC)=O)C (methyl 4-bromo-3-oxovalerate), C(C1=CC=CC=C1)(=O)N (benzamide). The product is CC1=C(N=C(O1)C1=CC=CC=C1)CC(=O)OC (methyl 2-(5-methyl-2-phenyl-4-oxazolyl)acetate). RXN SMILES: Br[CH:2]([CH3:10])[C:3](=O)[CH2:4][C:5]([O:7][CH3:8])=[O:6].[C:11]([NH2:19])(=[O:18])[C:12]1[CH:17]=[CH:16][CH:15]=[CH:14][CH:13]=1>>[CH3:10][C:2]1[O:18][C:11]([C:12]2[CH:17]=[CH:16][CH:15]=[CH:14][CH:13]=2)=[N:19][C:3]=1[CH2:4][C:5]([O:7][CH3:8])=[O:6]. Procedure: reacting methyl 4-bromo-3-oxovalerate with benzamide to give methyl 2-(5-methyl-2-phenyl-4-oxazolyl)acetate, or reacting ethyl 4-bromo-3-oxovalerate with benzamide to give ethyl 2-(5-methyl-2-phenyl-4-oxazolyl)acetate, Reactants: [Si](C1=CC=CC=C1)(C1=CC=CC=C1)(C(C)(C)C)Cl (tert-butyldiphenylsilanyl chloride), N1C=NC=C1 (imidazole), CN(C)C1=NC=CC=C1 (dimethylaminopyridine), OC[C@@H]1C[C@@H](CCC1)O ((1R,3S)-3-hydroxymethylcyclohexanol). Run in CN(C=O)C (dimethylformamide). Reaction conditions: time 12 hour. Yields the product [Si](C1=CC=CC=C1)(C1=CC=CC=C1)(C(C)(C)C)OC[C@@H]1C[C@@H](CCC1)O ((1R,3S)-3-(tert-Butyldiphenylsilanyloxymethyl)cyclohexanol). Reaction SMILES: [OH:1][CH2:2][C@H:3]1[CH2:8][CH2:7][CH2:6][C@@H:5]([OH:9])[CH2:4]1.[Si:10](Cl)([C:23]([CH3:26])([CH3:25])[CH3:24])([C:17]1[CH:22]=[CH:21][CH:20]=[CH:19][CH:18]=1)[C:11]1[CH:16]=[CH:15][CH:14]=[CH:13][CH:12]=1.N1C=CN=C1.CN(C1C=CC=CN=1)C>CN(C)C=O>[Si:10]([O:1][CH2:2][C@H:3]1[CH2:8][CH2:7][CH2:6][C@@H:5]([OH:9])[CH2:4]1)([C:23]([CH3:26])([CH3:25])[CH3:24])([C:17]1[CH:18]=[CH:19][CH:20]=[CH:21][CH:22]=1)[C:11]1[CH:16]=[CH:15][CH:14]=[CH:13][CH:12]=1. Procedure details: 10.5 g of (1S,3R)/(1R,3S)-3-hydroxymethylcyclohexanol are dissolved in 300 ml of dimethylformamide, and 23 ml of tert-butyldiphenylsilanyl chloride, 8.0 g of imidazole and 200 mg of dimethylaminopyridine are added. The mixture is stirred at room temperature for 12 hours. The dimethylformamide is removed under reduced pressure and the residue is dissolved in 300 ml of ethyl acetate and washed five times with in each case 100 ml of water. The organic phase is dried over MgSO4 and the solvent is th... Run in C(Cl)Cl (methylene chloride). Procedure details: Butyl isocyanate (33.9 g, 342 mmol) is added dropwise to a solution of 1-(phenylmethyl)-4-piperidinamine (65 g, 342 mmol) in methylene chloride (400 mL) at 0° C., and the mixture is stirred for 2 hr. The mixture is washed three times with water, dried over magnesium sulfate, and evaporated. Recrystallization of the residue from methylene chloride-hexane affords the title compound. The product is C(CCC)NC(=O)NC1CCN(CC1)CC1=CC=CC=C1 (N-Butyl-N'-[1-(phenylmethyl)-4-piperidinyl]urea). Starting materials: C(CCC)N=C=O (Butyl isocyanate), C1(=CC=CC=C1)CN1CCC(CC1)N (1-(phenylmethyl)-4-piperidinamine). Run at time 2 hour. As a reaction SMILES: [CH2:1]([N:5]=[C:6]=[O:7])[CH2:2][CH2:3][CH3:4].[C:8]1([CH2:14][N:15]2[CH2:20][CH2:19][CH:18]([NH2:21])[CH2:17][CH2:16]2)[CH:13]=[CH:12][CH:11]=[CH:10][CH:9]=1>C(Cl)Cl>[CH2:1]([NH:5][C:6]([NH:21][CH:18]1[CH2:19][CH2:20][N:15]([CH2:14][C:8]2[CH:13]=[CH:12][CH:11]=[CH:10][CH:9]=2)[CH2:16][CH2:17]1)=[O:7])[CH2:2][CH2:3][CH3:4].